describe an organic reaction: reactants, conditions, products, and yield From a dataset of the Open Reaction Database (ORD), a public repository of structured organic reaction records. Starting materials: C(C)NC=1SC2=C(N1)C=CC(=C2)OC(F)(F)F (2-ethylamino-6-trifluoromethoxybenzothiazole), ClCCSC (1-chloro-2-methylthioethane). Run in C(C)C(=O)C (methyl ethyl ketone). Reaction conditions: temperature 20 celsius, time 94 hour. Yields the product Cl.C(C)N=C1SC2=C(N1CCSC)C=CC(=C2)OC(F)(F)F (2-ethylimino-3-(2-methylthioethyl)-6-trifluoromethoxybenzothiazoline hydrochloride). Isolated yield 7.1%. RXN SMILES: [CH2:1]([NH:3][C:4]1[S:5][C:6]2[CH:12]=[C:11]([O:13][C:14]([F:17])([F:16])[F:15])[CH:10]=[CH:9][C:7]=2[N:8]=1)[CH3:2].[Cl:18][CH2:19][CH2:20][S:21][CH3:22]>C(C(C)=O)C>[ClH:18].[CH2:1]([N:3]=[C:4]1[N:8]([CH2:19][CH2:20][S:21][CH3:22])[C:7]2[CH:9]=[CH:10][C:11]([O:13][C:14]([F:16])([F:17])[F:15])=[CH:12][C:6]=2[S:5]1)[CH3:2] |f:3.4|. Procedure details: A mixture of 2-ethylamino-6-trifluoromethoxybenzothiazole (7.45 g) and 1-chloro-2-methylthioethane (3.76 g) in methyl ethyl ketone (20 cc) is heated to boiling for 94 hours. After cooling to a temperature in the region of 20° C., the precipitate formed is filtered off and washed with methyl ethyl ketone (2×20 cc). After recrystallization in 2-propanol, 2-ethylimino-3-(2-methylthioethyl)-6-trifluoromethoxybenzothiazoline hydrochloride (0.75 g), m.p. 208° C., is obtained. The reactants are N1([C@H](C(=O)N[C@@H](CC2=CC=CC=C2)C(=O)N[C@@H](CC2=CC=CC=C2)C(=O)N[C@@H](CNC(=O)OC(C)(C)C)C(=O)N[C@@H](CC(C)C)C(=O)N[C@@H](CCSC)C(=O)N)CCC1)C(=O)OC(C)(C)C (BocPro-Phe-Phe-LDap(Boc)-Leu-MetNH2), Cl (hydrogen chloride). Run in C(C)(=O)O (acetic acid). Yields the product N1[C@H](C(=O)N[C@@H](CC2=CC=CC=C2)C(=O)N[C@@H](CC2=CC=CC=C2)C(=O)N[C@@H](CN)C(=O)N[C@@H](CC(C)C)C(=O)N[C@@H](CCSC)C(=O)N)CCCC1 (HPro-Phe-Phe-LDap-Leu-MetNH2). Reaction SMILES: [N:1]1([C:60](OC(C)(C)C)=O)[CH2:59][CH2:58][CH2:57][C@H:2]1[C:3]([NH:5][C@H:6]([C:14]([NH:16][C@H:17]([C:25]([NH:27][C@H:28]([C:38]([NH:40][C@H:41]([C:46]([NH:48][C@H:49]([C:54]([NH2:56])=[O:55])[CH2:50][CH2:51][S:52][CH3:53])=[O:47])[CH2:42][CH:43]([CH3:45])[CH3:44])=[O:39])[CH2:29][NH:30]C(OC(C)(C)C)=O)=[O:26])[CH2:18][C:19]1[CH:24]=[CH:23][CH:22]=[CH:21][CH:20]=1)=[O:15])[CH2:7][C:8]1[CH:13]=[CH:12][CH:11]=[CH:10][CH:9]=1)=[O:4].Cl>C(O)(=O)C>[NH:1]1[CH2:60][CH2:59][CH2:58][CH2:57][C@H:2]1[C:3]([NH:5][C@H:6]([C:14]([NH:16][C@H:17]([C:25]([NH:27][C@H:28]([C:38]([NH:40][C@H:41]([C:46]([NH:48][C@H:49]([C:54]([NH2:56])=[O:55])[CH2:50][CH2:51][S:52][CH3:53])=[O:47])[CH2:42][CH:43]([CH3:45])[CH3:44])=[O:39])[CH2:29][NH2:30])=[O:26])[CH2:18][C:19]1[CH:20]=[CH:21][CH:22]=[CH:23][CH:24]=1)=[O:15])[CH2:7][C:8]1[CH:13]=[CH:12][CH:11]=[CH:10][CH:9]=1)=[O:4]. Procedure: Condensation of BocPro-Phe-Phe-LDap(Boc)-LeuNHNH2 (607 mg.) and HMetNH2 (150 mg.) by the acyl azide method (Yajima et al., Chem. Pharm. Bull., vol. 19, p. 1900, 1971) gave BocPro-Phe-Phe-LDap(Boc)-Leu-MetNH2 in 67% yield. De-t-butoxycarbonylation of BocPro-Phe-Phe-LDap(Boc)-Leu-MetNH2 (430 mg.) using hydrogen chloride in acetic acid gave HPro-Phe-Phe-LDap-Leu-MetNH2, which was isolated as the amorphous white solid phosphate (1:2) salt dihydrate in 95% yield. Product: CC(c1ccc(-c2ccc(F)cc2F)cc1)N1CCC(CCNc2ncc[nH]2)(c2ccc(F)cc2)OC1=O. As a reaction SMILES: [CH3:1][S:2]([O:3][CH2:6][CH2:7][C:8]1([c:31]2[cH:32][cH:33][c:34]([F:37])[cH:35][cH:36]2)[CH2:9][CH2:10][N:11]([CH:15]([CH3:16])[c:17]2[cH:18][cH:19][c:20](-[c:23]3[c:24]([F:30])[cH:25][c:26]([F:29])[cH:27][cH:28]3)[cH:21][cH:22]2)[C:12](=[O:14])[O:13]1)(=[O:4])=[O:5].[CH3:50][C:51]#[N:52].[K+:44].[K+:45].[O-:46][C:47]([O-:48])=[O:49].[nH:38]1[c:39]([NH2:43])[n:40][cH:41][cH:42]1>>[CH2:6]([CH2:7][C:8]1([c:31]2[cH:32][cH:33][c:34]([F:37])[cH:35][cH:36]2)[CH2:9][CH2:10][N:11]([CH:15]([CH3:16])[c:17]2[cH:18][cH:19][c:20](-[c:23]3[c:24]([F:30])[cH:25][c:26]([F:29])[cH:27][cH:28]3)[cH:21][cH:22]2)[C:12](=[O:14])[O:13]1)[NH:43][c:39]1[nH:38][cH:42][cH:41][n:40]1. The reactants are CC(c1ccc(-c2ccc(F)cc2F)cc1)N1CCC(CCOS(C)(=O)=O)(c2ccc(F)cc2)OC1=O, CC#N, [K+], [K+], O=C([O-])[O-], Nc1ncc[nH]1. The product is COc1ccccc1N1CCN(C(=O)C(Cl)(Cl)Cl)CC1. As a reaction SMILES: [CH3:1][O:2][c:3]1[c:4]([N:9]2[CH2:10][CH2:11][NH:12][CH2:13][CH2:14]2)[cH:5][cH:6][cH:7][cH:8]1.[CH:22]([N:23]([CH:24]([CH3:25])[CH3:26])[CH2:27][CH3:28])([CH3:29])[CH3:30].[Cl:15][C:16]([C:17](=[O:18])[Cl:19])([Cl:20])[Cl:21].[Cl:31][CH2:32][Cl:33]>>[CH3:1][O:2][c:3]1[c:4]([N:9]2[CH2:10][CH2:11][N:12]([C:17]([C:16]([Cl:15])([Cl:20])[Cl:21])=[O:18])[CH2:13][CH2:14]2)[cH:5][cH:6][cH:7][cH:8]1. Starting materials: COc1ccccc1N1CCNCC1, CCN(C(C)C)C(C)C, O=C(Cl)C(Cl)(Cl)Cl, ClCCl. The reactants are Cl (hydrochloric acid), [N+](=O)([O-])C=1C=C(C(=O)C2=CNC3=CC=CC=C23)C=CC1 (3-(3-nitrobenzoyl)indole), BrCCCC(=O)OCC (ethyl 4-bromobutyrate), C([O-])([O-])=O.[K+].[K+] (potassium carbonate). The solvent is C(C)(=O)OCC (ethyl acetate), CN(C=O)C (N,N-dimethylformamide). Reaction conditions: temperature 25 celsius, time 8 hour. Yields the product [N+](=O)([O-])C=1C=C(C(=O)C2=CN(C3=CC=CC=C23)CCCC(=O)OCC)C=CC1 (ethyl 4-[3-(3-nitrobenzoyl)indol-1-yl]butyrate). Yield: 90.8%. Reaction SMILES: [N+:1]([C:4]1[CH:5]=[C:6]([CH:18]=[CH:19][CH:20]=1)[C:7]([C:9]1[C:17]2[C:12](=[CH:13][CH:14]=[CH:15][CH:16]=2)[NH:11][CH:10]=1)=[O:8])([O-:3])=[O:2].Br[CH2:22][CH2:23][CH2:24][C:25]([O:27][CH2:28][CH3:29])=[O:26].C(=O)([O-])[O-].[K+].[K+].Cl>CN(C)C=O.C(OCC)(=O)C>[N+:1]([C:4]1[CH:5]=[C:6]([CH:18]=[CH:19][CH:20]=1)[C:7]([C:9]1[C:17]2[C:12](=[CH:13][CH:14]=[CH:15][CH:16]=2)[N:11]([CH2:22][CH2:23][CH2:24][C:25]([O:27][CH2:28][CH3:29])=[O:26])[CH:10]=1)=[O:8])([O-:3])=[O:2] |f:2.3.4|. Reported procedure: A mixture of 3-(3-nitrobenzoyl)indole (2.09 g), ethyl 4-bromobutyrate (1.614 g) and potassium carbonate (3.118 g) in N,N-dimethylformamide (20 ml) was stirred at 25° C. overnight. The reaction mixture was poured into a mixture of ethyl acetate and 1N hydrochloric acid. The organic layer was separated, washed with water and brine, and dried over magnesium sulfate. After evaporation of solvent, the crystalline residue was recrystallized from a mixture of ethyl acetate and hexane to give ethyl 4-[3... Starting materials: yellow liquid, C1(=C(C=CC=C1)C=1N=NNC1)C (tolyltriazole), C(C)C(CNCC(CCCC)CC)CCCC (bis(2-ethylhexyl)amine), CN1C2=CC=CC=C2N=N1 (Cobratec TT-100), C=O (formaldehyde). Run in O (water), CO (methanol), CO (methanol). Conditions: temperature 70 celsius, time 5 minute. Yields the product C1(=C(C=CC=C1)C1=C(N=NN1)C=O)C.C(C)C(CNCC(CCCC)CC)CCCC (Tolyltriazole-Formaldehyde Bis(2-ethlyhexyl)amine). Isolated yield 99.0%. RXN SMILES: [C:1]1([CH3:12])[CH:6]=[CH:5][CH:4]=[CH:3][C:2]=1[C:7]1[N:8]=[N:9][NH:10][CH:11]=1.CN1N=NC2C1=CC=CC=2.[CH2:23]=[O:24].[CH2:25]([CH:27]([CH2:38][CH2:39][CH2:40][CH3:41])[CH2:28][NH:29][CH2:30][CH:31]([CH2:36][CH3:37])[CH2:32][CH2:33][CH2:34][CH3:35])[CH3:26]>O.CO>[C:1]1([CH3:12])[CH:6]=[CH:5][CH:4]=[CH:3][C:2]=1[C:7]1[NH:8][N:9]=[N:10][C:11]=1[CH:23]=[O:24].[CH2:36]([CH:31]([CH2:32][CH2:33][CH2:34][CH3:35])[CH2:30][NH:29][CH2:28][CH:27]([CH2:25][CH3:26])[CH2:38][CH2:39][CH2:40][CH3:41])[CH3:37] |f:6.7|. Procedure details: Approximately 40.0 gm (0.3 mole) of tolyltriazole (commercially obtained from PMC Specialties Group, Inc. under the tradename Cobratec TT-100), 25.1 gm (0.31 mole) aqueous formaldehyde (37 wt. % solution in water), and 50 ml of methanol were charged into a 500 ml reactor equipped with a reflux condenser, thermometer, dropping funnel, and mechanical stirrer. The reaction mixture became homogeneous after stirring for about 5 minutes. Then 72.5 gm (0.3 mole) of bis(2-ethylhexyl)amine was slowly add... The reactants are ClC=1N=CC2=C(N1)N(C(=C2)C#N)C2CCCC2 (2-chloro-7-cyclopentyl-7H-pyrrolo[2,3-d]pyrimidine-6-carbonitrile), C(C)(C)(C)[SiH2]OC(C=1C=CC(=NC1)N)(C)C (5-(tert-butyl-dimethyl-silanyloxymethyl)-pyridin-2-ylamine). Product: C(C)(C)(C)[SiH2]OC(C=1C=CC(=NC1)NC=1N=CC2=C(N1)N(C(=C2)C#N)C2CCCC2)(C)C (2-[5-(tert-butyl-dimethyl-silanyloxymethyl)-pyridin-2-ylamino]-7-cyclopentyl-7H-pyrrolo[2,3-d]pyrimidine-6-carbonitrile). Isolated yield 66.0%. As a reaction SMILES: Cl[C:2]1[N:3]=[CH:4][C:5]2[CH:10]=[C:9]([C:11]#[N:12])[N:8]([CH:13]3[CH2:17][CH2:16][CH2:15][CH2:14]3)[C:6]=2[N:7]=1.[C:18]([SiH2:22][O:23][C:24]([CH3:33])([CH3:32])[C:25]1[CH:26]=[CH:27][C:28]([NH2:31])=[N:29][CH:30]=1)([CH3:21])([CH3:20])[CH3:19]>>[C:18]([SiH2:22][O:23][C:24]([CH3:33])([CH3:32])[C:25]1[CH:26]=[CH:27][C:28]([NH:31][C:2]2[N:3]=[CH:4][C:5]3[CH:10]=[C:9]([C:11]#[N:12])[N:8]([CH:13]4[CH2:17][CH2:16][CH2:15][CH2:14]4)[C:6]=3[N:7]=2)=[N:29][CH:30]=1)([CH3:21])([CH3:19])[CH3:20]. Procedure: Following Buchwald Procedure A, 2-chloro-7-cyclopentyl-7H-pyrrolo[2,3-d]pyrimidine-6-carbonitrile (95 mg, 0.385 mmol) and 5-(tert-butyl-dimethyl-silanyloxymethyl)-pyridin-2-ylamine (101 mg, 0.424 mmol) (Example C) gave 114 mg of 2-[5-(tert-butyl-dimethyl-silanyloxymethyl)-pyridin-2-ylamino]-7-cyclopentyl-7H-pyrrolo[2,3-d]pyrimidine-6-carbonitrile [following SiO2 chromatography eluting with 1-2% MeOH/dichloromethane and subsequent trituration with diethyl ether]. The reactants are O=C([O-])[O-], COC(=O)COc1ccc2ccc(OCCOCCOCCOCCBr)c(C(C)=O)c2c1, CC(C)=O, CN(C)C=O, [K+], [K+], CCCc1c(O)ccc(C(C)=O)c1O. The product is CCCc1c(OCCOCCOCCOCCOc2ccc3ccc(OCC(=O)OC)cc3c2C(C)=O)ccc(C(C)=O)c1O. Reaction SMILES: [C:47](=[O:48])([O-:49])[O-:50].[CH3:1][O:2][C:3]([CH2:4][O:5][c:6]1[cH:7][c:8]2[c:9]([C:29]([CH3:30])=[O:31])[c:10]([O:16][CH2:17][CH2:18][O:19][CH2:20][CH2:21][O:22][CH2:23][CH2:24][O:25][CH2:26][CH2:27][Br:28])[cH:11][cH:12][c:13]2[cH:14][cH:15]1)=[O:32].[CH3:53][C:54](=[O:55])[CH3:56].[CH3:57][N:58]([CH3:59])[CH:60]=[O:61].[K+:51].[K+:52].[OH:33][c:34]1[c:35]([C:44]([CH3:45])=[O:46])[cH:36][cH:37][c:38]([OH:43])[c:39]1[CH2:40][CH2:41][CH3:42]>>[CH3:1][O:2][C:3]([CH2:4][O:5][c:6]1[cH:7][c:8]2[c:9]([C:29]([CH3:30])=[O:31])[c:10]([O:16][CH2:17][CH2:18][O:19][CH2:20][CH2:21][O:22][CH2:23][CH2:24][O:25][CH2:26][CH2:27][O:43][c:38]3[cH:37][cH:36][c:35]([C:44]([CH3:45])=[O:46])[c:34]([OH:33])[c:39]3[CH2:40][CH2:41][CH3:42])[cH:11][cH:12][c:13]2[cH:14][cH:15]1)=[O:32].